Dataset: the Open Reaction Database (ORD), a public repository of structured organic reaction records. Task: describe an organic reaction: reactants, conditions, products, and yield The reactants are NC=1C=CC=C2C=C(N=CC12)NC=1N=CC(=NC1)C#N (5-(8-aminoisoquinolin-3-ylamino)pyrazine-2-carbonitrile), COCCC(=O)O (3-methoxypropionic acid), O.ON1N=NC2=C1C=CC=C2 (N-hydroxybenzotriazole hydrate), C(C)(C)N(CC)C(C)C (diisopropylethylamine), Cl.C(C)N=C=NCCCN(C)C (1-ethyl-3-(3-dimethylaminopropyl)carbodiimide hydrochloride). Run in CN(C)C=O (DMF). Reaction conditions: temperature 40 celsius, time 48 hour. Yields the product C(#N)C=1N=CC(=NC1)NC=1N=CC2=C(C=CC=C2C1)NC(CCOC)=O (N-(3-(5-Cyanopyrazin-2-ylamino)isoquinolin-8-yl)-3-methoxypropanamide). Isolated yield 11.4%. As a reaction SMILES: [NH2:1][C:2]1[CH:3]=[CH:4][CH:5]=[C:6]2[C:11]=1[CH:10]=[N:9][C:8]([NH:12][C:13]1[N:14]=[CH:15][C:16]([C:19]#[N:20])=[N:17][CH:18]=1)=[CH:7]2.[CH3:21][O:22][CH2:23][CH2:24][C:25](O)=[O:26].O.ON1C2C=CC=CC=2N=N1.C(N(C(C)C)CC)(C)C.Cl.C(N=C=NCCCN(C)C)C>CN(C=O)C>[C:19]([C:16]1[N:17]=[CH:18][C:13]([NH:12][C:8]2[N:9]=[CH:10][C:11]3[C:6]([CH:7]=2)=[CH:5][CH:4]=[CH:3][C:2]=3[NH:1][C:25](=[O:26])[CH2:24][CH2:23][O:22][CH3:21])=[N:14][CH:15]=1)#[N:20] |f:2.3,5.6|. Procedure: To a solution of 5-(8-aminoisoquinolin-3-ylamino)pyrazine-2-carbonitrile (36 mg, 0.14 mmol), 3-methoxypropionic acid (34 mg, 0.32 mmol), N-hydroxybenzotriazole hydrate (64 mg, 0.42 mmol) and diisopropylethylamine (78 mg, 0.60 mmol) in DMF (1 mL), was added 1-ethyl-3-(3-dimethylaminopropyl)carbodiimide hydrochloride (78 mg, 0.42 mmol). The reaction mixture was stirred at 40° C. for 48 hours and then concentrated to dryness. Preparative HPLC gave the title compound (5.7 mg, 0.016 mmol, 12%). 1H NM...